Dataset: the Open Reaction Database (ORD), a public repository of structured organic reaction records. Task: describe an organic reaction: reactants, conditions, products, and yield Starting materials: CO, CC1(C)OCC([N+](=O)[O-])CO1, O=C[O-], [NH4+]. The product is CC1(C)OCC(N)CO1. RXN SMILES: [CH3:16][OH:17].[CH3:1][C:2]1([CH3:11])[O:3][CH2:4][CH:5]([N+:8]([O-:9])=[O:10])[CH2:6][O:7]1.[CH:12]([O-:13])=[O:14].[NH4+:15]>>[CH3:1][C:2]1([CH3:11])[O:3][CH2:4][CH:5]([NH2:8])[CH2:6][O:7]1.